Dataset: the Open Reaction Database (ORD), a public repository of structured organic reaction records. Task: describe an organic reaction: reactants, conditions, products, and yield Reactants: FC(OC1=CC2=C(N=C(S2)N2C(C(=C(C2=O)C)C)=O)C=C1)(F)F (N-(6-trifluoromethoxy-2-benzothiazolyl)-dimethylmaleimide), [BH4-].[Na+] (sodium borohydride), C(C)(=O)O (acetic acid). Solvent: CO (methanol), CO (methanol). Conditions: time 3 hour. Product: FC(OC1=CC2=C(N=C(S2)N2C(C(=C(C2=O)C)C)O)C=C1)(F)F (N-(6-trifluoromethoxy-2-benzothiazolyl)-3,4-dimethyl-2-hydroxy-5-oxo-2,5-dihydropyrrole). The yield is 88.7%. Reaction SMILES: [F:1][C:2]([F:23])([F:22])[O:3][C:4]1[CH:21]=[CH:20][C:7]2[N:8]=[C:9]([N:11]3[C:15](=[O:16])[C:14]([CH3:17])=[C:13]([CH3:18])[C:12]3=[O:19])[S:10][C:6]=2[CH:5]=1.[BH4-].[Na+].C(O)(=O)C>CO>[F:23][C:2]([F:1])([F:22])[O:3][C:4]1[CH:21]=[CH:20][C:7]2[N:8]=[C:9]([N:11]3[C:12](=[O:19])[C:13]([CH3:18])=[C:14]([CH3:17])[CH:15]3[OH:16])[S:10][C:6]=2[CH:5]=1 |f:1.2|. Procedure details: N-(6-trifluoromethoxy-2-benzothiazolyl)-dimethylmaleimide (3.42 g) was added to methanol (150 ml), and sodium borohydride (0.19 g) was added at room temperature over 15 minutes. The mixture was further stirred for 3 hours. After the reaction, the reaction mixture was neutralized with acetic acid, and methanol was evaporated under reduced pressure. The residue was mixed with water and extracted with chloroform. Chloroform extracts were combined, and dried over anhydrous magnesium sulfate, and the... Reactants: CC(=O)OC(C)=O, COc1ccc(C(=NO)c2cc(F)ccc2F)c(O)c1. Reaction SMILES: [CH3:21][C:22](=[O:23])[O:24][C:25](=[O:26])[CH3:27].[F:1][c:2]1[c:3]([C:9]([c:10]2[c:11]([OH:18])[cH:12][c:13]([O:16][CH3:17])[cH:14][cH:15]2)=[N:19][OH:20])[cH:4][c:5]([F:8])[cH:6][cH:7]1>>[F:1][c:2]1[c:3]([C:9]([c:10]2[c:11]([OH:18])[cH:12][c:13]([O:16][CH3:17])[cH:14][cH:15]2)=[N:19][O:20][C:22]([CH3:21])=[O:23])[cH:4][c:5]([F:8])[cH:6][cH:7]1. Product: COc1ccc(C(=NOC(C)=O)c2cc(F)ccc2F)c(O)c1.